Dataset: the Open Reaction Database (ORD), a public repository of structured organic reaction records. Task: describe an organic reaction: reactants, conditions, products, and yield Starting materials: [BH4-], CCOC(=O)C(C)(C)CCCCC(=O)CCCCC(C)(C)C(=O)OCC, CO, [Na+], O. The product is CCOC(=O)C(C)(C)CCCCC(O)CCCCC(C)(C)C(=O)OCC. Reaction SMILES: [BH4-:27].[CH2:1]([CH3:2])[O:3][C:4]([C:5]([CH2:6][CH2:7][CH2:8][CH2:9][C:10]([CH2:11][CH2:12][CH2:13][CH2:14][C:15]([C:16](=[O:17])[O:18][CH2:19][CH3:20])([CH3:21])[CH3:22])=[O:23])([CH3:24])[CH3:25])=[O:26].[CH3:30][OH:31].[Na+:28].[OH2:29]>>[CH2:1]([CH3:2])[O:3][C:4]([C:5]([CH2:6][CH2:7][CH2:8][CH2:9][CH:10]([CH2:11][CH2:12][CH2:13][CH2:14][C:15]([C:16](=[O:17])[O:18][CH2:19][CH3:20])([CH3:21])[CH3:22])[OH:23])([CH3:24])[CH3:25])=[O:26]. Starting materials: CI, C1CCOC1, O=c1[nH]c(=S)[nH]n2cccc12. Reaction SMILES: [CH3:12][I:13].[O:14]1[CH2:15][CH2:16][CH2:17][CH2:18]1.[S:1]=[c:2]1[nH:3][n:4]2[c:5]([c:6](=[O:8])[nH:7]1)[cH:9][cH:10][cH:11]2>>[S:1]([c:2]1[n:3][n:4]2[c:5]([c:6](=[O:8])[nH:7]1)[cH:9][cH:10][cH:11]2)[CH3:12]. The product is CSc1nn2cccc2c(=O)[nH]1. Yields the product CC(C)c1cc(Oc2c(Cl)cc(-n3nc(C#N)c(=O)[nH]c3=O)cc2Cl)nn(COC(=O)Cc2cccnc2)c1=O. Reaction SMILES: [CH2:52]([Cl:53])[Cl:54].[CH:12]([N:13]([CH2:14][CH3:15])[CH:16]([CH3:17])[CH3:18])([CH3:19])[CH3:20].[Cl:21][c:22]1[cH:23][c:24](-[n:42]2[n:43][c:44]([C:50]#[N:51])[c:45](=[O:49])[nH:46][c:47]2=[O:48])[cH:25][c:26]([Cl:41])[c:27]1[O:28][c:29]1[n:30][n:31]([CH2:39][OH:40])[c:32](=[O:38])[c:33]([CH:35]([CH3:36])[CH3:37])[cH:34]1.[ClH:1].[n:2]1[cH:3][c:4]([CH2:8][C:9](=[O:10])[OH:11])[cH:5][cH:6][cH:7]1>>[n:2]1[cH:3][c:4]([CH2:8][C:9]([O:10][CH2:39][n:31]2[n:30][c:29]([O:28][c:27]3[c:22]([Cl:21])[cH:23][c:24](-[n:42]4[n:43][c:44]([C:50]#[N:51])[c:45](=[O:49])[nH:46][c:47]4=[O:48])[cH:25][c:26]3[Cl:41])[cH:34][c:33]([CH:35]([CH3:36])[CH3:37])[c:32]2=[O:38])=[O:11])[cH:5][cH:6][cH:7]1. The reactants are ClCCl, CCN(C(C)C)C(C)C, CC(C)c1cc(Oc2c(Cl)cc(-n3nc(C#N)c(=O)[nH]c3=O)cc2Cl)nn(CO)c1=O, Cl, O=C(O)Cc1cccnc1. Starting materials: CN(C(C(C1(CCCCC1)O)C1=CC=C(C=C1)OC)=S)C (N,N-dimethyl-α-(1-hydroxycyclohexyl)-p-methoxyphenylthioacetamide), thioamide, thioamide. The reagents and catalysts are [Ni] (Raney nickel). Run in O1CCOCC1.C(C)(=O)O (dioxan acetic acid). The product is CN(C)CC(C1=CC=C(C=C1)OC)C1(CCCCC1)O (N,N-Dimethyl-2-(1-hydroxycyclohexyl)-2-(4-methoxyphenyl)ethylamine). Reaction SMILES: [CH3:1][N:2]([CH3:21])[C:3](=S)[CH:4]([C:12]1[CH:17]=[CH:16][C:15]([O:18][CH3:19])=[CH:14][CH:13]=1)[C:5]1([OH:11])[CH2:10][CH2:9][CH2:8][CH2:7][CH2:6]1>O1CCOCC1.C(O)(=O)C.[Ni]>[CH3:1][N:2]([CH2:3][CH:4]([C:5]1([OH:11])[CH2:10][CH2:9][CH2:8][CH2:7][CH2:6]1)[C:12]1[CH:17]=[CH:16][C:15]([O:18][CH3:19])=[CH:14][CH:13]=1)[CH3:21] |f:1.2|. Procedure details: A solution of N,N-dimethyl-α-(1-hydroxycyclohexyl)-p-methoxyphenylthioacetamide in 5 ml per gram of thioamide in dioxan/acetic acid (9:1) is added to Raney nickel (20 grams per gram of thioamide) in 50 ml per gram of the thioamide of the same solvent at room temperature to 50° C. After 15 minutes to 10 hours the Raney nickel is filtered through kieselguhr and the solvent is evaporated under reduced pressure. The residue is partitioned between 2N sodium hydroxide solution and methylene chloride. ... Reactants: CC(C(=O)C1=CC=C(OCC(=O)OC)C=C1)(C)Br (methyl 4-(2,2-dimethylbromoacetyl)-phenoxyacetate), N1=CC=C(C=C1)N1CCNCC1 (1-(4-pyridyl)piperazine). The solvent is C(C)#N (acetonitrile). The product is N1=CC=C(C=C1)N1CCN(CC1)CC(C(=O)C1=CC=C(OCC(=O)OC)C=C1)C (Methyl 4-[3-[4-(4-pyridyl)piperazin-1-yl]-2-methyl-propanoyl]phenoxyacetate). As a reaction SMILES: [CH3:1][C:2](Br)([CH3:17])[C:3]([C:5]1[CH:16]=[CH:15][C:8]([O:9][CH2:10][C:11]([O:13][CH3:14])=[O:12])=[CH:7][CH:6]=1)=[O:4].[N:19]1[CH:24]=[CH:23][C:22]([N:25]2[CH2:30][CH2:29][NH:28][CH2:27][CH2:26]2)=[CH:21][CH:20]=1>C(#N)C>[N:19]1[CH:24]=[CH:23][C:22]([N:25]2[CH2:26][CH2:27][N:28]([CH2:1][CH:2]([CH3:17])[C:3]([C:5]3[CH:16]=[CH:15][C:8]([O:9][CH2:10][C:11]([O:13][CH3:14])=[O:12])=[CH:7][CH:6]=3)=[O:4])[CH2:29][CH2:30]2)=[CH:21][CH:20]=1. Reported procedure: A stirred mixture of methyl 4-(2,2-dimethylbromoacetyl)-phenoxyacetate (3.15 g), and 1-(4-pyridyl)piperazine (3.26 g) in acetonitrile (200 ml) was heated at reflux temperature for 4 days. The solvent was removed in vacuo and the residue partioned between dichloromethane/water. The organic phase was dried (MgSO4), evaporated and then purified by flash chromatography on silica, eluting with 2 to 5% v/v methanol/dichloromethane. Further purification by flash chromatography on neutral alumina, eluti... The reactants are CC(C)(C)OC(=O)N1CC(=Cc2cc3nc(Cl)nc(N4CCOCC4)c3s2)C1, O=C([O-])[O-], CCc1nc2ccccc2[nH]1, [Cs+], [Cs+], C1COCCO1, O=C(C=Cc1ccccc1)C=Cc1ccccc1, O=C(C=Cc1ccccc1)C=Cc1ccccc1, O=C(C=Cc1ccccc1)C=Cc1ccccc1, [Pd], [Pd]. Yields the product CCc1nc2ccccc2n1-c1nc(N2CCOCC2)c2sc(C=C3CN(C(=O)OC(C)(C)C)C3)cc2n1. As a reaction SMILES: [C:1]([CH3:2])([CH3:3])([CH3:4])[O:5][C:6](=[O:7])[N:8]1[CH2:9][C:10](=[CH:12][c:13]2[cH:14][c:15]3[n:16][c:17]([Cl:28])[n:18][c:19]([N:22]4[CH2:23][CH2:24][O:25][CH2:26][CH2:27]4)[c:20]3[s:21]2)[CH2:11]1.[C:40](=[O:41])([O-:42])[O-:43].[CH2:29]([CH3:30])[c:31]1[nH:32][c:33]2[c:34]([n:35]1)[cH:36][cH:37][cH:38][cH:39]2.[Cs+:44].[Cs+:45].[O:46]1[CH2:47][CH2:48][O:49][CH2:50][CH2:51]1.[O:54]=[C:55]([CH:56]=[CH:57][c:58]1[cH:59][cH:60][cH:61][cH:62][cH:63]1)[CH:64]=[CH:65][c:66]1[cH:67][cH:68][cH:69][cH:70][cH:71]1.[O:72]=[C:73]([CH:74]=[CH:75][c:76]1[cH:77][cH:78][cH:79][cH:80][cH:81]1)[CH:82]=[CH:83][c:84]1[cH:85][cH:86][cH:87][cH:88][cH:89]1.[O:90]=[C:91]([CH:92]=[CH:93][c:94]1[cH:95][cH:96][cH:97][cH:98][cH:99]1)[CH:100]=[CH:101][c:102]1[cH:103][cH:104][cH:105][cH:106][cH:107]1.[Pd:52].[Pd:53]>>[C:1]([CH3:2])([CH3:3])([CH3:4])[O:5][C:6](=[O:7])[N:8]1[CH2:9][C:10](=[CH:12][c:13]2[cH:14][c:15]3[n:16][c:17](-[n:32]4[c:31]([CH2:29][CH3:30])[n:35][c:34]5[c:33]4[cH:39][cH:38][cH:37][cH:36]5)[n:18][c:19]([N:22]4[CH2:23][CH2:24][O:25][CH2:26][CH2:27]4)[c:20]3[s:21]2)[CH2:11]1.